This data is from the Open Reaction Database (ORD), a public repository of structured organic reaction records. The task is: describe an organic reaction: reactants, conditions, products, and yield Isolated yield 93.7%. The reactants are O (water), [H-].[Na+] (Sodium hydride), BrC=1C=C(C=2C=NNC2C1)C#N (6-bromo-1H-indazole-4-carbonitrile), C1(=CC=C(C=C1)S(=O)(=O)Cl)C (p-toluenesulphonyl chloride). The product is BrC=1C=C(C=2C=NN(C2C1)S(=O)(=O)C1=CC=C(C=C1)C)C#N (6-Bromo-1-[(4-methylphenyl)sulfonyl]-1H-indazole-4-carbonitrile). As a reaction SMILES: [H-].[Na+].[Br:3][C:4]1[CH:5]=[C:6]([C:13]#[N:14])[C:7]2[CH:8]=[N:9][NH:10][C:11]=2[CH:12]=1.[C:15]1([CH3:25])[CH:20]=[CH:19][C:18]([S:21](Cl)(=[O:23])=[O:22])=[CH:17][CH:16]=1.O>CN(C)C=O>[Br:3][C:4]1[CH:5]=[C:6]([C:13]#[N:14])[C:7]2[CH:8]=[N:9][N:10]([S:21]([C:18]3[CH:19]=[CH:20][C:15]([CH3:25])=[CH:16][CH:17]=3)(=[O:23])=[O:22])[C:11]=2[CH:12]=1 |f:0.1|. Reaction conditions: time 20 minute. The solvent is CN(C=O)C (N,N-dimethylformamide). Procedure details: Sodium hydride (0.108 g, 4.50 mmol) was added to a stirred solution of 6-bromo-1H-indazole-4-carbonitrile (0.5 g, 2.252 mmol) in N,N-dimethylformamide (10 ml) at room temperature. The mixture was stirred at room temperature for 10 mins when p-toluenesulphonyl chloride (0.558 g, 2.93 mmol) was then added. The pale yellow suspension was stirred for 20 mins at room temperature. The mixture was poured into stirring water (100 ml) and the precipitated product collected by filtration. The cream colour... Reactants: ClC1=NC2=C(C=CC=C2C=C1C(F)(F)F)C(=O)NC=1C=NC=CC1 (2-chloro-N-(pyridin-3-yl)-3-(trifluoromethyl)quinoline-8-carboxamide), C1(=CC=CC=C1)B(O)O (phenylboronic acid), C(Cl)Cl (CH2Cl2), C(=O)([O-])[O-].[K+].[K+] (K2CO3). Reagents/catalysts: C1=CC=C(C=C1)P([C-]2C=CC=C2)C3=CC=CC=C3.C1=CC=C(C=C1)P([C-]2C=CC=C2)C3=CC=CC=C3.Cl[Pd]Cl.[Fe+2] (Pd(dppf)Cl2). Run in O1CCOCC1.O (dioxane H2O). Yields the product C1(=CC=CC=C1)C1=NC2=C(C=CC=C2C=C1C(F)(F)F)C(=O)NC=1C=NC=CC1 (2-phenyl-N-(pyridin-3-yl)-3-(trifluoromethyl)quinoline-8-carboxamide). Isolated yield 40.4%. As a reaction SMILES: Cl[C:2]1[C:11]([C:12]([F:15])([F:14])[F:13])=[CH:10][C:9]2[C:4](=[C:5]([C:16]([NH:18][C:19]3[CH:20]=[N:21][CH:22]=[CH:23][CH:24]=3)=[O:17])[CH:6]=[CH:7][CH:8]=2)[N:3]=1.[C:25]1(B(O)O)[CH:30]=[CH:29][CH:28]=[CH:27][CH:26]=1.C(Cl)Cl.C([O-])([O-])=O.[K+].[K+]>O1CCOCC1.O.C1C=CC(P(C2C=CC=CC=2)[C-]2C=CC=C2)=CC=1.C1C=CC(P(C2C=CC=CC=2)[C-]2C=CC=C2)=CC=1.Cl[Pd]Cl.[Fe+2]>[C:25]1([C:2]2[C:11]([C:12]([F:15])([F:14])[F:13])=[CH:10][C:9]3[C:4](=[C:5]([C:16]([NH:18][C:19]4[CH:20]=[N:21][CH:22]=[CH:23][CH:24]=4)=[O:17])[CH:6]=[CH:7][CH:8]=3)[N:3]=2)[CH:30]=[CH:29][CH:28]=[CH:27][CH:26]=1 |f:3.4.5,6.7,8.9.10.11|. Reported procedure: A mixture of 2-chloro-N-(pyridin-3-yl)-3-(trifluoromethyl)quinoline-8-carboxamide (136 mg, 0.39 mmol), phenylboronic acid (62 mg, 0.51 mmol), Pd(dppf)Cl2.CH2Cl2 (39 mg, 0.048 mmol), K2CO3 (167 mg, 1.2 mmol) in dioxane/H2O (4:1, 3 ml) was heated (85° C.×2 hours) under a blanket of Nitrogen. The reaction mixture was evaporated, and the residue was triturated with ethyl acetate. The mixture was filtered, concentrated and the residue was purified by prep. HPLC to give 2-phenyl-N-(pyridin-3-yl)-3-(tr... Starting materials: C[Si]([C-]=C(C=C(C)C)C)(C)C.[Li+] (lithium (1-(trimethylsilyl)-2,4-dimethylpentadienide)), C[Si](C)(C)Cl (trimethylsilyl chloride). The solvent is C1CCOC1 (THF). Conditions: time 8 hour. Yields the product C[Si](C=C(C=C(C[Si](C)(C)C)C)C)(C)C (1,5-bis(trimethylsilyl)-2,4-dimethyl-1,3-pentadiene). Reaction SMILES: [CH3:1][Si:2]([CH3:11])([CH3:10])[C-:3]=[C:4]([CH3:9])[CH:5]=[C:6]([CH3:8])[CH3:7].[Li+].[CH3:13][Si:14](Cl)([CH3:16])[CH3:15]>C1COCC1>[CH3:1][Si:2]([CH3:10])([CH3:11])[CH:3]=[C:4]([CH3:9])[CH:5]=[C:6]([CH3:8])[CH2:7][Si:14]([CH3:16])([CH3:15])[CH3:13] |f:0.1|. Reported procedure: To a solution initially at -35° C. of 3.609 g (20.7 mmol) of lithium (1-(trimethylsilyl)-2,4-dimethylpentadienide) in 30 mL of THF was added about 5 g (-46 mmol) of trimethylsilyl chloride. Copious precipitate formed immediately. After stirring overnight, the solvent was removed and the residue was extracted with pentane. After filtering, the solvent was removed under reduced pressure to give the product as a pale yellow liquid. The yield was 4.05 g, 81.3 percent. Major isomer: 1H NMR (C6D6) δ 5... The reactants are C(C)(C)(C)OC(=O)N[C@@H](CC=1N=CSC1)C(=O)N1[C@H](C(=O)N)CCC1 (N-(tert-butoxycarbonyl)-3-(4-thiazolyl)-L-alanyl-L-prolineamide), N1[C@H](C(=O)NCC(=O)OCCCCCCCCCCCCCC)CCC1 (tetradecyl L-prolyl-glycinate), ON1N=NC2=C1C=CC=C2 (N-hydroxybenzotriazole), C1CCC(CC1)N=C=NC2CCCCC2 (DCC). Run in CN(C=O)C (N,N-dimethylformamide). Run at time 8 hour. The product is C(C)(C)(C)OC(=O)N[C@@H](CC=1N=CSC1)C(=O)N1[C@H](C(=O)NCC(=O)OCCCCCCCCCCCCCC)CCC1 (tetradecyl N-(tert-butyloxycarbonyl)-3-(4-thiazolyl)-L-alanyl-L-prolyl-glycinate). Yield: 93.0%. As a reaction SMILES: [C:1]([O:5][C:6]([NH:8][C@H:9]([C:16]([N:18]1[CH2:25][CH2:24][CH2:23][C@H:19]1[C:20]([NH2:22])=[O:21])=[O:17])[CH2:10][C:11]1[N:12]=[CH:13][S:14][CH:15]=1)=[O:7])([CH3:4])([CH3:3])[CH3:2].N1CCC[C@H]1C(N[CH2:31][C:32]([O:34][CH2:35][CH2:36][CH2:37][CH2:38][CH2:39][CH2:40][CH2:41][CH2:42][CH2:43][CH2:44][CH2:45][CH2:46][CH2:47][CH3:48])=[O:33])=O.ON1C2C=CC=CC=2N=N1.C1CCC(N=C=NC2CCCCC2)CC1>CN(C)C=O>[C:1]([O:5][C:6]([NH:8][C@H:9]([C:16]([N:18]1[CH2:25][CH2:24][CH2:23][C@H:19]1[C:20]([NH:22][CH2:31][C:32]([O:34][CH2:35][CH2:36][CH2:37][CH2:38][CH2:39][CH2:40][CH2:41][CH2:42][CH2:43][CH2:44][CH2:45][CH2:46][CH2:47][CH3:48])=[O:33])=[O:21])=[O:17])[CH2:10][C:11]1[N:12]=[CH:13][S:14][CH:15]=1)=[O:7])([CH3:4])([CH3:2])[CH3:3]. Procedure details: To a solution of N-(tert-butoxycarbonyl)-3-(4-thiazolyl)-L-alanine (1, 480 mg, 1.76 mmol) which was synthesized in accordance with the method described in the literature (Synthtic Commun., 20, 3507, (1990)), the compound (10) (650 mg, 1.76 mmol), and N-hydroxybenzotriazole (70 mg, 0.528 mmol) in N,N-dimethylformamide (20 ml) was added DCC (380 mg, 1.848 mmol) and the resulting mixture was stirred overnight at room temperature. After the precipitation which appeared was filtered off, the filtrate...